describe an organic reaction: reactants, conditions, products, and yield From a dataset of the Open Reaction Database (ORD), a public repository of structured organic reaction records. Reactants: IC1=CC=C(C=C1)[N+](=O)[O-] (1-iodo-4-nitro-benzene), N1(CCOCC1)CCCN (3-morpholin-4-yl-propylamine). Product: N1(CCOCC1)CCCNC1=CC=C(C=C1)[N+](=O)[O-] ((3-Morpholin-4-yl-propyl)-(4-nitro-phenyl)-amine). Reaction SMILES: I[C:2]1[CH:7]=[CH:6][C:5]([N+:8]([O-:10])=[O:9])=[CH:4][CH:3]=1.[N:11]1([CH2:17][CH2:18][CH2:19][NH2:20])[CH2:16][CH2:15][O:14][CH2:13][CH2:12]1>>[N:11]1([CH2:17][CH2:18][CH2:19][NH:20][C:2]2[CH:7]=[CH:6][C:5]([N+:8]([O-:10])=[O:9])=[CH:4][CH:3]=2)[CH2:16][CH2:15][O:14][CH2:13][CH2:12]1. Procedure: Using 1-iodo-4-nitro-benzene (500 mg) instead of 1-bromo-3-nitro-benzene, and 3-morpholin-4-yl-propylamine (353 mg) instead of morpholine, in the same manner as Step A in Example 1-D-105, the desired compound was obtained (219 mg, 41%). Reactants: CS(=O)(=O)NC(CCC\C=C/C[C@H]1[C@@H](C[C@H]([C@@H]1\C=C\[C@H](C(CC=C(C)C)C)OC1OCCCC1)OC1OCCCC1)Cl)=O ((5Z,13E)-(8R,9R,11R,12R,15S,16RS)-9-chloro-11,15-bis(tetrahydropyran-2-yloxy)-16,19-dimethyl-5,13,18-prostatrienoic acid methylsulfonylamide), mixture. The solvent is C(C)(=O)O.O.O1CCCC1 (acetic acid water tetrahydrofuran). Product: CS(=O)(=O)NC(CCC\C=C/C[C@H]1[C@@H](C[C@H]([C@@H]1\C=C\[C@H](C(CC=C(C)C)C)O)O)Cl)=O ((5Z,13E)-(8R,9R,11R,12R,15S,16RS)-9-Chloro-11,15-dihydroxy-16,19-dimethyl-5,13,18-prostatrienoic Acid Methylsulfonylamide). Yield: 53.8%. Reaction SMILES: [CH3:1][S:2]([NH:5][C:6](=[O:43])[CH2:7][CH2:8][CH2:9]/[CH:10]=[CH:11]\[CH2:12][C@@H:13]1[C@@H:17](/[CH:18]=[CH:19]/[C@@H:20]([O:28]C2CCCCO2)[CH:21]([CH3:27])[CH2:22][CH:23]=[C:24]([CH3:26])[CH3:25])[C@H:16]([O:35]C2CCCCO2)[CH2:15][C@H:14]1[Cl:42])(=[O:4])=[O:3]>C(O)(=O)C.O.O1CCCC1>[CH3:1][S:2]([NH:5][C:6](=[O:43])[CH2:7][CH2:8][CH2:9]/[CH:10]=[CH:11]\[CH2:12][C@@H:13]1[C@@H:17](/[CH:18]=[CH:19]/[C@@H:20]([OH:28])[CH:21]([CH3:27])[CH2:22][CH:23]=[C:24]([CH3:26])[CH3:25])[C@H:16]([OH:35])[CH2:15][C@H:14]1[Cl:42])(=[O:3])=[O:4] |f:1.2.3|. Procedure details: 156 mg of (5Z,13E)-(8R,9R,11R,12R,15S,16RS)-9-chloro-11,15-bis(tetrahydropyran-2-yloxy)-16,19-dimethyl-5,13,18-prostatrienoic acid methylsulfonylamide was stirred for 16 hours under argon at room temperature with 3 ml of a mixture of acetic acid/water/tetrahydrofuran (65/35/10). The mixture was then evaporated under vacuum and the residue purified by column chromatography on silica gel with methylene chloride/5-30% isopropanol as the eluent, thus obtaining 62 mg of the desired compound. The reactants are CN1CC(CCC1)C(=O)O (1-methyl-piperidine-3-carboxylic acid), CN1CC(CCC1)C(=O)O (1-methyl-piperidine-3-carboxylic acid), C(=O)(N1C=NC=C1)N1C=NC=C1 (carbonyldiimidazole), C(=O)(N1C=NC=C1)N1C=NC=C1 (carbonyldiimidazole), C(C)(C)(C)C=1C=C(C(=C(C1)NC(=O)C=1N(C2=C(C=CC=C2C1)CN1CCNCC1)C)OC)NS(=O)(=O)C (1-methyl-7-piperazin-1-ylmethyl-1H-indole-2-carboxylic acid (5-tert-butyl-3-methanesulphonylamino-2-methoxy-phenyl)-amide), O (water). Solvent: O1CCCC1 (tetrahydrofuran), O1CCCC1 (tetrahydrofuran), C(C)(=O)OCC (ethyl acetate). Conditions: temperature 50 celsius, time 20 minute. Yields the product C(C)(C)(C)C=1C=C(C(=C(C1)NC(=O)C=1N(C2=C(C=CC=C2C1)CN1CCN(CC1)C(=O)C1CN(CCC1)C)C)OC)NS(=O)(=O)C (1-methyl-7-[4-(1-methyl-piperidine-3-carbonyl)-piperazin-1-ylmethyl]-1H-indole-2-carboxylic acid (5-tert-butyl-3-methanesulphonylamino-2-methoxy-phenyl)-amide). RXN SMILES: [CH3:1][N:2]1[CH2:7][CH2:6][CH2:5][CH:4]([C:8]([OH:10])=O)[CH2:3]1.C(N1C=CN=C1)(N1C=CN=C1)=O.[C:23]([C:27]1[CH:28]=[C:29]([NH:55][S:56]([CH3:59])(=[O:58])=[O:57])[C:30]([O:53][CH3:54])=[C:31]([NH:33][C:34]([C:36]2[N:37]([CH3:52])[C:38]3[C:43]([CH:44]=2)=[CH:42][CH:41]=[CH:40][C:39]=3[CH2:45][N:46]2[CH2:51][CH2:50][NH:49][CH2:48][CH2:47]2)=[O:35])[CH:32]=1)([CH3:26])([CH3:25])[CH3:24].O>O1CCCC1.C(OCC)(=O)C>[C:23]([C:27]1[CH:28]=[C:29]([NH:55][S:56]([CH3:59])(=[O:58])=[O:57])[C:30]([O:53][CH3:54])=[C:31]([NH:33][C:34]([C:36]2[N:37]([CH3:52])[C:38]3[C:43]([CH:44]=2)=[CH:42][CH:41]=[CH:40][C:39]=3[CH2:45][N:46]2[CH2:47][CH2:48][N:49]([C:8]([CH:4]3[CH2:5][CH2:6][CH2:7][N:2]([CH3:1])[CH2:3]3)=[O:10])[CH2:50][CH2:51]2)=[O:35])[CH:32]=1)([CH3:26])([CH3:24])[CH3:25]. Reported procedure: 61 mg 1-methyl-piperidine-3-carboxylic acid are dissolved in 1 ml of tetrahydrofuran, combined with 69 mg carbonyldiimidazole and stirred for 20 minutes at 50° C. The mixture is left to cool to ambient temperature, 150 mg 1-methyl-7-piperazin-1-ylmethyl-1H-indole-2-carboxylic acid (5-tert-butyl-3-methanesulphonylamino-2-methoxy-phenyl)-amide are added and then the mixture is stirred for 12 hours at ambient temperature. Then a further 122 mg of 1-methyl-piperidine-3-carboxylic acid in 2 ml of tet... The reactants are C(C)(=O)Cl (acetylchloride), NC1=NC=CC=N1 (2-amino-pyrimidine), C1(CCCCC1)[N+]#[C-] (cyclohexylisonitrile), C(C1=CC=CC=C1)=O (benzaldehyde). Run in Cl(=O)(=O)(=O)O (perchloric acid). The product is [Cl-].C(C)(=O)[N+]=1C(=C(N2C1N=CC=C2)NC2CCCCC2)C2=CC=CC=C2 (1-acetyl-3-cyclohexylamino-2-phenyl-imidazo[1,2-a]-pyrimidin-1-ium chloride). Reaction SMILES: [NH2:1][C:2]1[N:7]=[CH:6][CH:5]=[CH:4][N:3]=1.[CH:8]1([N+:14]#[C-:15])[CH2:13][CH2:12][CH2:11][CH2:10][CH2:9]1.[CH:16](=O)[C:17]1[CH:22]=[CH:21][CH:20]=[CH:19][CH:18]=1.[C:24]([Cl:27])(=[O:26])[CH3:25]>Cl(O)(=O)(=O)=O>[Cl-:27].[C:24]([N+:1]1[C:16]([C:17]2[CH:22]=[CH:21][CH:20]=[CH:19][CH:18]=2)=[C:15]([NH:14][CH:8]2[CH2:13][CH2:12][CH2:11][CH2:10][CH2:9]2)[N:3]2[CH:4]=[CH:5][CH:6]=[N:7][C:2]=12)(=[O:26])[CH3:25] |f:5.6|. Procedure details: Example 6 was carried out in accordance with the general directions for synthesis in process step a) from 1.0 ml (0.1 mmol) 2-amino-pyrimidine (0.1 M, DCM), 0.575 ml (0.115 mmol) cyclohexylisonitrile solution (0.2 M, DCM), 0.500 ml (0.15 mmol) benzaldehyde solution (0.3 M, DCM) and 10 μl perchloric acid (w=20%) and in process step c) and d) by reacting the resultant reaction product with 0.4 mmol acetylchloride. The reactants are C(C)OC(C(C)(C)SC1=C(C=C(C=C1)C#N)F)=O (2-(4-cyano-2-fluoro -phenylsulfanyl)-2-methyl-propionic acid ethyl ester), C[Si]([O-])(C)C.[K+] (potassium trimethylsilanolate). Run in C1CCOC1 (THF). Conditions: time 3 hour. The product is C(#N)C1=CC(=C(C=C1)SC(C(=O)O)(C)C)F (2-(4-cyano-2-fluoro-phenylsulfanyl)-2-methyl-propionic acid). Yield: 106.0%. Reaction SMILES: C([O:3][C:4](=[O:18])[C:5]([S:8][C:9]1[CH:14]=[CH:13][C:12]([C:15]#[N:16])=[CH:11][C:10]=1[F:17])([CH3:7])[CH3:6])C.C[Si](C)(C)[O-].[K+]>C1COCC1>[C:15]([C:12]1[CH:13]=[CH:14][C:9]([S:8][C:5]([CH3:6])([CH3:7])[C:4]([OH:18])=[O:3])=[C:10]([F:17])[CH:11]=1)#[N:16] |f:1.2|. Reported procedure: To a solution of 1.1 g (4.1 mmol) of 2-(4-cyano-2-fluoro -phenylsulfanyl)-2-methyl-propionic acid ethyl ester in THF (50 mL) were added 1.58 g (12.3 mmol) of potassium trimethylsilanolate. The reaction was stirred at room temperature for 3 h. The solvent was removed under reduced pressure. The residue was partitioned between DCM (50 mL) and water (50 mL). The aqueous layer was acidified with 1 M aqueous HCl solution and extracted with DCM (4×50 mL). The combined organic extracts were dried over ... The reactants are ClC(=O)OCC1=CC=CC=C1 (benzyl chloroformate), C([O-])([O-])=O.[K+].[K+] (potassium carbonate), ClC(=O)OCC1=CC=CC=C1 (benzyl chloroformate), Cl.NC(C#N)(CCCF)C (rac-2-amino-5-fluoro-2-methylpentanonitrile hydrochloride). The solvent is O1CCCC1.O (tetrahydrofuran water). Run at time 8 hour. Product: C(#N)C(C)(CCCF)NC(OCC1=CC=CC=C1)=O (rac-Benzyl (2-cyano-5-fluoropentan-2-yl)carbamate). As a reaction SMILES: Cl.[NH2:2][C:3]([CH3:10])([CH2:6][CH2:7][CH2:8][F:9])[C:4]#[N:5].C(=O)([O-])[O-].[K+].[K+].Cl[C:18]([O:20][CH2:21][C:22]1[CH:27]=[CH:26][CH:25]=[CH:24][CH:23]=1)=[O:19]>O1CCCC1.O>[C:4]([C:3]([NH:2][C:18](=[O:19])[O:20][CH2:21][C:22]1[CH:27]=[CH:26][CH:25]=[CH:24][CH:23]=1)([CH2:6][CH2:7][CH2:8][F:9])[CH3:10])#[N:5] |f:0.1,2.3.4,6.7|. Reported procedure: The crude rac-2-amino-5-fluoro-2-methylpentanonitrile hydrochloride product from Example 76A was initially charged in 185 ml of tetrahydrofuran/water (1:1), and 32.09 g (232.18 mmol) of potassium carbonate and 10.63 g (62.29 mmol) of benzyl chloroformate were added. The reaction mixture (biphasic mixture) was stirred at room temperature overnight. Another 1.93 g (11.33 mmol) of benzyl chloroformate were added to the reaction and the mixture was stirred at room temperature for a further 2 h. Subs... The reactants are COC(C=1C=C(C(=O)C2=NC(=NC=C2C(=O)OCC)NC2=CC=C(C=C2)N2CCN(CC2)C)C=CC1)OC (ethyl 4-(3-(dimethoxymethyl)benzoyl)-2-(4-(4-methylpiperazin-1-yl)phenylamino)pyrimidine-5-carboxylate), C(=O)(C(F)(F)F)O (TFA). Solvent: ClCCl (dichloromethane). Yields the product C(=O)C=1C=C(C(=O)C2=NC(=NC=C2C(=O)OCC)NC2=CC=C(C=C2)N2CCN(CC2)C)C=CC1 (ethyl 4-(3-formylbenzoyl)-2-(4-(4-methylpiperazin-1-yl)phenylamino)pyrimidine-5-carboxylate). RXN SMILES: C[O:2][CH:3](OC)[C:4]1[CH:5]=[C:6]([CH:34]=[CH:35][CH:36]=1)[C:7]([C:9]1[C:14]([C:15]([O:17][CH2:18][CH3:19])=[O:16])=[CH:13][N:12]=[C:11]([NH:20][C:21]2[CH:26]=[CH:25][C:24]([N:27]3[CH2:32][CH2:31][N:30]([CH3:33])[CH2:29][CH2:28]3)=[CH:23][CH:22]=2)[N:10]=1)=[O:8].C(O)(C(F)(F)F)=O>ClCCl>[CH:3]([C:4]1[CH:5]=[C:6]([CH:34]=[CH:35][CH:36]=1)[C:7]([C:9]1[C:14]([C:15]([O:17][CH2:18][CH3:19])=[O:16])=[CH:13][N:12]=[C:11]([NH:20][C:21]2[CH:22]=[CH:23][C:24]([N:27]3[CH2:28][CH2:29][N:30]([CH3:33])[CH2:31][CH2:32]3)=[CH:25][CH:26]=2)[N:10]=1)=[O:8])=[O:2]. Procedure: A solution of Example 158B (200 mg, 0.4 mmol) in dichloromethane (10 ml) was treated with TFA (5 mL) at 40° C. overnight. The volatiles were removed and the residue was directly used in the next step without further purification. MS (DCI/NH3) m/z 474 (M+H)+. Reactants: O=C([O-])[O-], CN(C)C=O, O=[N+]([O-])c1ccnc(Cl)c1, Oc1ccc(C(F)(F)F)cc1Cl, [K+], [K+], O. The product is FC(F)(F)c1ccc(Oc2ccnc(Cl)c2)c(Cl)c1. As a reaction SMILES: [C:1](=[O:2])([O-:3])[O-:4].[CH3:30][N:31]([CH3:32])[CH:33]=[O:34].[Cl:19][c:20]1[n:21][cH:22][cH:23][c:24]([N+:26]([O-:27])=[O:28])[cH:25]1.[Cl:7][c:8]1[c:9]([OH:18])[cH:10][cH:11][c:12]([C:14]([F:15])([F:16])[F:17])[cH:13]1.[K+:5].[K+:6].[OH2:29]>>[Cl:7][c:8]1[c:9]([O:18][c:24]2[cH:23][cH:22][n:21][c:20]([Cl:19])[cH:25]2)[cH:10][cH:11][c:12]([C:14]([F:15])([F:16])[F:17])[cH:13]1. Reactants: CS(=O)(=O)OC(C)=O (acetyl methanesulfonate), C(C)(=O)OOOOCOC(C)=O (trioxymethylene diacetate). Run at temperature 25 celsius, time 20 hour. The product is CS(=O)(=O)OCOCOS(=O)(=O)C (CH3SO3CH2OCH2OSO2CH3). The yield is 41.8%. Reaction SMILES: [CH3:1][S:2]([O:5][C:6](=[O:8])C)(=[O:4])=[O:3].C(OOOOCO[C:18](=[O:20])C)(=O)C>>[CH3:1][S:2]([O:5][CH2:6][O:8][CH2:18][O:20][S:2]([CH3:1])(=[O:4])=[O:3])(=[O:4])=[O:3]. Reported procedure: a mixture of 12.7 g of acetyl methanesulfonate and 9.15 g of trioxymethylene diacetate was prepared at 0° C and then stirred at 25° C for 20 hours. Distillation at 10μ produced 4.5 g of CH3SO3CH2OCH2OSO2CH3 b.p. 110°-115° C (pot temp.); m.p. 57°-59° C. Reactants: C1COCCO1, CNC(=O)CN1C(=O)c2c(cccc2C(F)(F)F)C2CN(C(=O)OC(C)(C)C)CC21, Cl. Product: CNC(=O)CN1C(=O)c2c(cccc2C(F)(F)F)C2CNCC21, Cl. RXN SMILES: [CH2:32]1[O:33][CH2:34][CH2:35][O:36][CH2:37]1.[CH3:1][NH:2][C:3]([CH2:4][N:5]1[C:6](=[O:29])[c:7]2[c:8]([C:25]([F:26])([F:27])[F:28])[cH:9][cH:10][cH:11][c:12]2[CH:13]2[CH:14]1[CH2:15][N:16]([C:18]([O:19][C:20]([CH3:21])([CH3:22])[CH3:23])=[O:24])[CH2:17]2)=[O:30].[ClH:31]>>[CH3:1][NH:2][C:3]([CH2:4][N:5]1[C:6](=[O:29])[c:7]2[c:8]([C:25]([F:26])([F:27])[F:28])[cH:9][cH:10][cH:11][c:12]2[CH:13]2[CH:14]1[CH2:15][NH:16][CH2:17]2)=[O:30].[ClH:31].